From a dataset of the Open Reaction Database (ORD), a public repository of structured organic reaction records. describe an organic reaction: reactants, conditions, products, and yield Starting materials: CS(=O)(=O)O, CCO, Cc1n[nH]c2c1C(=NNC(=N)N)CC(c1ccccc1Cl)C2. Yields the product CS(=O)(=O)O, Cc1n[nH]c2c1C(=NNC(=N)N)CC(c1ccccc1Cl)C2. Reaction SMILES: [CH3:23][S:24]([OH:25])(=[O:26])=[O:27].[CH3:28][CH2:29][OH:30].[NH:1]([C:2](=[NH:3])[NH2:4])[N:5]=[C:6]1[c:7]2[c:8]([CH3:22])[n:9][nH:10][c:11]2[CH2:12][CH:13]([c:15]2[c:16]([Cl:21])[cH:17][cH:18][cH:19][cH:20]2)[CH2:14]1>>[CH3:23][S:24](=[O:25])(=[O:26])[OH:27].[NH:1]([C:2](=[NH:3])[NH2:4])[N:5]=[C:6]1[c:7]2[c:8]([CH3:22])[n:9][nH:10][c:11]2[CH2:12][CH:13]([c:15]2[c:16]([Cl:21])[cH:17][cH:18][cH:19][cH:20]2)[CH2:14]1. Reactants: CCOC(C)=O, Cc1ccccc1, O=C1OC(=O)c2c1cccc2[N+](=O)[O-], NCCc1ccc(O)cc1. Yields the product O=C1c2cccc([N+](=O)[O-])c2C(=O)N1CCc1ccc(O)cc1. Reaction SMILES: [CH3:25][CH2:26][O:27][C:28](=[O:29])[CH3:30].[CH3:31][c:32]1[cH:33][cH:34][cH:35][cH:36][cH:37]1.[N+:1](=[O:2])([O-:3])[c:4]1[c:5]2[c:6]([cH:12][cH:13][cH:14]1)[C:7](=[O:8])[O:9][C:10]2=[O:11].[OH:15][c:16]1[cH:17][cH:18][c:19]([CH2:22][CH2:23][NH2:24])[cH:20][cH:21]1>>[N+:1](=[O:2])([O-:3])[c:4]1[c:5]2[c:6]([cH:12][cH:13][cH:14]1)[C:7](=[O:9])[N:24]([CH2:23][CH2:22][c:19]1[cH:18][cH:17][c:16]([OH:15])[cH:21][cH:20]1)[C:10]2=[O:11]. The reactants are C(C)S (ethanethiol), sodium hydride-paraffin, COC1=CC=C(C=C1)CCC(CC(=O)O)CC(=O)O (3-[2-(4-methoxyphenyl)ethyl]-glutaric acid). The solvent is CN(C=O)C (dimethylformamide), CN(C=O)C (dimethylformamide). Yields the product OC1=CC=C(C=C1)CCC(CC(=O)O)CC(=O)O (3-[2-(4-Hydroxyphenyl)ethyl]glutaric acid). Yield: 88.0%. As a reaction SMILES: C(S)C.C[O:5][C:6]1[CH:11]=[CH:10][C:9]([CH2:12][CH2:13][CH:14]([CH2:19][C:20]([OH:22])=[O:21])[CH2:15][C:16]([OH:18])=[O:17])=[CH:8][CH:7]=1>CN(C)C=O>[OH:5][C:6]1[CH:11]=[CH:10][C:9]([CH2:12][CH2:13][CH:14]([CH2:15][C:16]([OH:18])=[O:17])[CH2:19][C:20]([OH:22])=[O:21])=[CH:8][CH:7]=1. Procedure: To a suspension of 57% sodium hydride-paraffin (2.2 g) in dry dimethylformamide (70 ml) in an atmosphere of nitrogen is slowly added ethanethiol (4.0 ml). The mixture is stirred at room temperature until a clear solution results. To this solution is added a solution of 3-[2-(4-methoxyphenyl)ethyl]-glutaric acid (1.2 g) in dry dimethylformamide (10 ml) and the mixture is heated with stirring in a bath at 165° C. for 6.0 hours. The mixture is then evaporated to dryness in vacuo and the resulting r... Reactants: C[O-].[Na+] (sodium methoxide), [I-].[Na+] (sodium iodide), BrC1=CSC2=C1N=C(N=C2CCCN)N2CCN(CC2)C2=CC=C(C=C2)Cl ({7-bromo-2-[4-(4-chlorophenyl)piperazin-1-yl]thieno[3,2-d]pyrimidin-4-yl}propylamine). The reagents and catalysts are [Cu]=O (copper (II) oxide). Run in CO (methanol). Reaction conditions: temperature 160 celsius. Yields the product ClC1=CC=C(C=C1)N1CCN(CC1)C=1N=C(C2=C(N1)C(=CS2)OC)CCCN ({2-[4-(4-chlorophenyl)piperazin-1-yl]-7-methoxythieno[3,2-d]pyrimidin-4-yl}propylamine). The yield is 12.9%. Reaction SMILES: Br[C:2]1[C:6]2[N:7]=[C:8]([N:15]3[CH2:20][CH2:19][N:18]([C:21]4[CH:26]=[CH:25][C:24]([Cl:27])=[CH:23][CH:22]=4)[CH2:17][CH2:16]3)[N:9]=[C:10]([CH2:11][CH2:12][CH2:13][NH2:14])[C:5]=2[S:4][CH:3]=1.[CH3:28][O-:29].[Na+].[I-].[Na+]>CO.[Cu]=O>[Cl:27][C:24]1[CH:25]=[CH:26][C:21]([N:18]2[CH2:19][CH2:20][N:15]([C:8]3[N:9]=[C:10]([CH2:11][CH2:12][CH2:13][NH2:14])[C:5]4[S:4][CH:3]=[C:2]([O:29][CH3:28])[C:6]=4[N:7]=3)[CH2:16][CH2:17]2)=[CH:22][CH:23]=1 |f:1.2,3.4|. Procedure details: 2.00 g (4.28 mmol) of {7-bromo-2-[4-(4-chlorophenyl)piperazin-1-yl]thieno[3,2-d]pyrimidin-4-yl}propylamine (VII) is placed in 15 mL of methanol and cooled to some extent. First 0.995 g (18.42 mmol) of sodium methoxide, then 0.187 g (2.36 mmol) of copper (II) oxide, and 0.040 g (0.27 mmol) of sodium iodide are added. The reaction mixture is heated to 160° C. in the microwave for 0.75 hours. Then it is suction filtered through silica gel and the mother liquor is concentrated by evaporation. The re... Starting materials: C1=CC=CC=2C3=CC=CC=C3C(=CC12)B(O)O (9-phenanthreneboronic acid), C(=O)([O-])[O-].[K+].[K+] (K2CO3), N1=C(C=CC=C1)C1=CC=C(C=C1)B(O)O (4-(2-pyridyl)phenylboronic acid), C(=O)([O-])[O-].[K+].[K+] (K2CO3), BrC=1C=C(C=C(C1)Br)C1=NC(=CC(=N1)C1=CC=CC=C1)C1=CC=CC=C1 (2-(3,5-dibromophenyl)-4,6-diphenylpyrimidine), resultant suspension. The reagents and catalysts are C=1C=CC(=CC1)[P](C=2C=CC=CC2)(C=3C=CC=CC3)[Pd]([P](C=4C=CC=CC4)(C=5C=CC=CC5)C=6C=CC=CC6)([P](C=7C=CC=CC7)(C=8C=CC=CC8)C=9C=CC=CC9)[P](C=1C=CC=CC1)(C=1C=CC=CC1)C=1C=CC=CC1 (tetrakis(triphenylphosphine)palladium). Run in C(C)O (ethanol), C1(=CC=CC=C1)C (toluene). Reaction conditions: time 18 hour. Yields the product C1(=CC=CC=C1)C1=NC(=NC(=C1)C1=CC=CC=C1)C=1C=C(C=C(C1)C=1C2=CC=CC=C2C=2C=CC=CC2C1)C1=CC=C(C=C1)C1=NC=CC=C1 (4,6-diphenyl-2-[5-(9-phenanthryl)-4′-(2-pyridyl)biphenyl-3-yl]-pyrimidine). Yield: 62.0%. Reaction SMILES: [CH:1]1[C:14]2[CH:13]=[C:12](B(O)O)[C:11]3[C:6](=[CH:7][CH:8]=[CH:9][CH:10]=3)[C:5]=2[CH:4]=[CH:3][CH:2]=1.Br[C:19]1[CH:20]=[C:21]([C:26]2[N:31]=[C:30]([C:32]3[CH:37]=[CH:36][CH:35]=[CH:34][CH:33]=3)[CH:29]=[C:28]([C:38]3[CH:43]=[CH:42][CH:41]=[CH:40][CH:39]=3)[N:27]=2)[CH:22]=[C:23](Br)[CH:24]=1.C([O-])([O-])=O.[K+].[K+].[N:50]1[CH:55]=[CH:54][CH:53]=[CH:52][C:51]=1[C:56]1[CH:61]=[CH:60][C:59](B(O)O)=[CH:58][CH:57]=1>C1C=CC([P]([Pd]([P](C2C=CC=CC=2)(C2C=CC=CC=2)C2C=CC=CC=2)([P](C2C=CC=CC=2)(C2C=CC=CC=2)C2C=CC=CC=2)[P](C2C=CC=CC=2)(C2C=CC=CC=2)C2C=CC=CC=2)(C2C=CC=CC=2)C2C=CC=CC=2)=CC=1.C(O)C.C1(C)C=CC=CC=1>[C:38]1([C:28]2[CH:29]=[C:30]([C:32]3[CH:37]=[CH:36][CH:35]=[CH:34][CH:33]=3)[N:31]=[C:26]([C:21]3[CH:20]=[C:19]([C:59]4[CH:58]=[CH:57][C:56]([C:51]5[CH:52]=[CH:53][CH:54]=[CH:55][N:50]=5)=[CH:61][CH:60]=4)[CH:24]=[C:23]([C:13]4[C:14]5[C:5]([C:6]6[CH:7]=[CH:8][CH:9]=[CH:10][C:11]=6[CH:12]=4)=[CH:4][CH:3]=[CH:2][CH:1]=5)[CH:22]=3)[N:27]=2)[CH:43]=[CH:42][CH:41]=[CH:40][CH:39]=1 |f:2.3.4,^1:68,70,89,108|. Reported procedure: In a stream of argon, 0.714 g (3.22 mmol) of 9-phenanthreneboronic acid, 1.50 g (3.22 mmol) of 2-(3,5-dibromophenyl)-4,6-diphenylpyrimidine and 37.2 mg (0.0322 mmol) of tetrakis(triphenylphosphine)palladium were suspended in a mixed solvent composed of 120 mL of toluene and 15 mL of ethanol, and the resultant suspension was heated to 50° C. To the suspension, 9.66 mL (9.66 mmol) of an aqueous 1M K2CO3 solution was gradually added dropwise, and the mixture was stirred for 18 hours. Then the mixtu...